From a dataset of the Open Reaction Database (ORD), a public repository of structured organic reaction records. describe an organic reaction: reactants, conditions, products, and yield Starting materials: BrCC(=O)C1=COC2=CC=CC=C2C1=O (3-(bromoacetyl)chromone), N1(CCCCC1)CCCN (piperidinopropylamine), 20g, C([O-])([O-])=O.[K+].[K+] (potassium carbonate), C(Cl)Cl (methylene chloride). Conditions: time 1 hour. The product is Cl.N1(CCCCC1)CCCNC=C1C(COC2=C(C1=O)C=CC=C2)=O (2,4-Dihydro-4-[([3-(1-piperidinyl)propyl]amino)methylene]-1-benzoxepin-3,5-dione hydrochloride). RXN SMILES: Br[CH2:2][C:3]([C:5]1[C:14](=[O:15])[C:13]2[C:8](=[CH:9][CH:10]=[CH:11][CH:12]=2)[O:7][CH:6]=1)=[O:4].[N:16]1([CH2:22][CH2:23][CH2:24][NH2:25])[CH2:21][CH2:20][CH2:19][CH2:18][CH2:17]1.C(=O)([O-])[O-].[K+].[K+].C(Cl)[Cl:33]>>[ClH:33].[N:16]1([CH2:22][CH2:23][CH2:24][NH:25][CH:6]=[C:5]2[C:14](=[O:15])[C:13]3[CH:12]=[CH:11][CH:10]=[CH:9][C:8]=3[O:7][CH2:2][C:3]2=[O:4])[CH2:21][CH2:20][CH2:19][CH2:18][CH2:17]1 |f:2.3.4,6.7|. Procedure: A mixture of 8.0g (0.03 mole) of 3-(bromoacetyl)chromone, 4.54g (0.032 mole) of piperidinopropylamine, 20g powdered potassium carbonate and 200ml of methylene chloride was stirred vigorously at room temperature for one hour. The red mixture was filtered, and the filtrate was washed well with water to remove the unreacted diamine. The organic phase was dried (K2CO3) and concentrated. The residue was taken-up into ether, and the solution was treated with excess hydrogen chloride to precipitate the... Reactants: C1(=NNCCCCCCCC1)C1=CCCCCCCCCC1 (Diazabicycloundecene), ClC=1C2=C(SC1C(=O)N)C=CC(=C2)OC (3-chloro-5-methoxybenzo[b]thiophene-2-carboxamide), Cl.N1(CCOCC1)CCS (4-morpholineethanethiol hydrochloride). Run in CN(C)C=O (DMF), C(C)(=O)OCC (ethyl acetate). The product is COC1=CC2=C(SC(=C2SCCN2CCOCC2)C(=O)N)C=C1 (5-methoxy-3-[[2-(4-morpholinyl)ethyl]thio]benzo[b]thiophene-2-carboxamide). Reaction conditions: time 3 hour. The yield is 83.0%. Procedure: Diazabicycloundecene (DBU) (990 μL, 6.62 mmol) is added to a suspension of 3-chloro-5-methoxybenzo[b]thiophene-2-carboxamide (200 mg, 0.83 mmol) and 4-morpholineethanethiol hydrochloride (608 mg, 3.31 mmol) in 4 mL of DMF. The mixture is stirred at room temperature for 3 hours then diluted with ethyl acetate and washed with water followed by aqueous citric acid. NaHCO3 is added to the acidic extracts and the precipitated solids are collected and washed with water. Recrystallization from methanol... Reaction SMILES: C1(C2CCCCCCCCCC=2)CCCCCCCCNN=1.Cl[C:24]1[C:25]2[CH:35]=[C:34]([O:36][CH3:37])[CH:33]=[CH:32][C:26]=2[S:27][C:28]=1[C:29]([NH2:31])=[O:30].Cl.[N:39]1([CH2:45][CH2:46][SH:47])[CH2:44][CH2:43][O:42][CH2:41][CH2:40]1>CN(C=O)C.C(OCC)(=O)C>[CH3:37][O:36][C:34]1[CH:33]=[CH:32][C:26]2[S:27][C:28]([C:29]([NH2:31])=[O:30])=[C:24]([S:47][CH2:46][CH2:45][N:39]3[CH2:44][CH2:43][O:42][CH2:41][CH2:40]3)[C:25]=2[CH:35]=1 |f:2.3|. Starting materials: Ice water, [H-].[Na+] (Sodium hydride), N1=CC=C(C=C1)N1CCN(CC1)C1=CC=C(C=C1)O (4-[4-(4-pyridyl)piperazin-1-yl]phenol), C(C=C)Cl (Allyl chloride). Run in CN(C)C=O (DMF). Run at time 20 minute. Product: C(C=C)OC1=CC=C(C=C1)N1CCN(CC1)C1=CC=NC=C1 (4-[4-(4-pyridyl)piperazin-1-yl]phenol allyl ether). Yield: 85.7%. As a reaction SMILES: [H-].[Na+].[N:3]1[CH:8]=[CH:7][C:6]([N:9]2[CH2:14][CH2:13][N:12]([C:15]3[CH:20]=[CH:19][C:18]([OH:21])=[CH:17][CH:16]=3)[CH2:11][CH2:10]2)=[CH:5][CH:4]=1.[CH2:22](Cl)[CH:23]=[CH2:24]>CN(C=O)C>[CH2:24]([O:21][C:18]1[CH:19]=[CH:20][C:15]([N:12]2[CH2:11][CH2:10][N:9]([C:6]3[CH:7]=[CH:8][N:3]=[CH:4][CH:5]=3)[CH2:14][CH2:13]2)=[CH:16][CH:17]=1)[CH:23]=[CH2:22] |f:0.1|. Procedure: Sodium hydride (60% dispersion in mineral oil, 0.4 g) was added to a stirred suspension of 4-[4-(4-pyridyl)piperazin-1-yl]phenol (2.55 g) in DMF (25 ml) and the mixture stirred for 20 minutes at room temperature. Allyl chloride (0.756 g) was added dropwise and stirring continued for 20 hours. Ice-water (75 ml) was added and the mixture extracted three times with ethyl acetate. The combined extracts were washed with water and brine, dried (MgSO4) and evaporated. The residue was triturated with he... Reactants: ClC1=CC=C(CNC(=O)C=2C(C3=C(N(C2)C)C(=C(S3)CCl)C)=O)C=C1 (N-(4-chlorobenzyl)-2-(chloromethyl)-3,4-dimethyl-7-oxo-4,7-dihydrothieno[3,2-b]pyridine-6-carboxamide), CNCC(O)C1=CC=NC=C1 (2-(methylamino)-1-pyridin-4-ylethanol), C(C)(C)N(CC)C(C)C (diisopropylethylamine). Run in CN(C)C=O (DMF), O (water). Run at time 48 hour. The product is ClC1=CC=C(CNC(=O)C=2C(C3=C(N(C2)C)C(=C(S3)CN(C)CC(C3=CC=NC=C3)O)C)=O)C=C1 (N-(4-chlorobenzyl)-2-{[(2-hydroxy-2-pyridin-4-ylethyl)(methyl)amino]methyl}-3,4-dimethyl-7-oxo-4,7-dihydrothieno[3,2-b]pyridine-6-carboxamide). The yield is 65.0%. As a reaction SMILES: [Cl:1][C:2]1[CH:25]=[CH:24][C:5]([CH2:6][NH:7][C:8]([C:10]2[C:11](=[O:23])[C:12]3[S:19][C:18]([CH2:20]Cl)=[C:17]([CH3:22])[C:13]=3[N:14]([CH3:16])[CH:15]=2)=[O:9])=[CH:4][CH:3]=1.[CH3:26][NH:27][CH2:28][CH:29]([C:31]1[CH:36]=[CH:35][N:34]=[CH:33][CH:32]=1)[OH:30].C(N(C(C)C)CC)(C)C>CN(C=O)C.O>[Cl:1][C:2]1[CH:3]=[CH:4][C:5]([CH2:6][NH:7][C:8]([C:10]2[C:11](=[O:23])[C:12]3[S:19][C:18]([CH2:20][N:27]([CH2:28][CH:29]([OH:30])[C:31]4[CH:32]=[CH:33][N:34]=[CH:35][CH:36]=4)[CH3:26])=[C:17]([CH3:22])[C:13]=3[N:14]([CH3:16])[CH:15]=2)=[O:9])=[CH:24][CH:25]=1. Procedure details: A mixture of N-(4-chlorobenzyl)-2-(chloromethyl)-3,4-dimethyl-7-oxo-4,7-dihydrothieno[3,2-b]pyridine-6-carboxamide (100 mg, 0.25 mmol), 2-(methylamino)-1-pyridin-4-ylethanol (Arch. Pharm. Ber. Deut. Pharm. Ges. 1972, 305, 248-53) (58 mg, 0.38 mmol) and diisopropylethylamine (67 μL, 0.38 mmol) in dry DMF (5.0 mL) was stirred for 48 hours at room temperature. The solution was diluted with water (15 mL). The resulting milky suspension was stirred vigorously for 30 minutes, and then left standing ov... The reactants are COC1=C(C=C(C=C1)OC(F)(F)F)CN ((2-methoxy-5-(trifluoromethoxy)phenyl)-methanamine), BrC1=CN2C(S1)=NC(=C2)C(=O)O (2-bromoimidazo[2,1-b]thiazole-6-carboxylic acid). Yields the product BrC1=CN2C(S1)=NC(=C2)C(=O)NCC2=C(C=CC(=C2)OC(F)(F)F)OC (2-Bromo-N-(2-methoxy-5-(trifluoromethoxy)benzyl)imidazo[2,1-b]thiazole-6-carboxamide). Reaction SMILES: [CH3:1][O:2][C:3]1[CH:8]=[CH:7][C:6]([O:9][C:10]([F:13])([F:12])[F:11])=[CH:5][C:4]=1[CH2:14][NH2:15].[Br:16][C:17]1[S:21][C:20]2=[N:22][C:23]([C:25](O)=[O:26])=[CH:24][N:19]2[CH:18]=1>>[Br:16][C:17]1[S:21][C:20]2=[N:22][C:23]([C:25]([NH:15][CH2:14][C:4]3[CH:5]=[C:6]([O:9][C:10]([F:12])([F:11])[F:13])[CH:7]=[CH:8][C:3]=3[O:2][CH3:1])=[O:26])=[CH:24][N:19]2[CH:18]=1. Procedure: The title compound was prepared by essentially following the same procedures described for Intermediate XLIV, using (2-methoxy-5-(trifluoromethoxy)phenyl)-methanamine and 2-bromoimidazo[2,1-b]thiazole-6-carboxylic acid as starting materials.